Dataset: the Open Reaction Database (ORD), a public repository of structured organic reaction records. Task: describe an organic reaction: reactants, conditions, products, and yield Reactants: C1(CCC1)CC(N)C(=O)O (3-cyclobutyl-DL-alanine), ClC(=O)OCC (ethyl chloroformate). The solvent is [OH-].[Na+] (NaOH). Conditions: time 2 hour. Product: C(C)OC(=O)NC(CC1CCC1)C(=O)O (Ethoxycarbonyl-3-cyclobutyl-DL-alanine). Reaction SMILES: [CH:1]1([CH2:5][CH:6]([C:8]([OH:10])=[O:9])[NH2:7])[CH2:4][CH2:3][CH2:2]1.Cl[C:12]([O:14][CH2:15][CH3:16])=[O:13]>[OH-].[Na+]>[CH2:15]([O:14][C:12]([NH:7][CH:6]([C:8]([OH:10])=[O:9])[CH2:5][CH:1]1[CH2:4][CH2:3][CH2:2]1)=[O:13])[CH3:16] |f:2.3|. Procedure: 10 g (70 mmol) of 3-cyclobutyl-DL-alanine [A. Burger et al., J. Med. Chem. 6, 221 (1963)] is dissolved, in 70 ml of 2M NaOH solution, cooled to +5° C. and 11.1 ml (116.2 mmol) of ethyl chloroformate is added in drops with constant stirring. Stirring is continued for 2 hours at this temperature, and for further 2 hours at room temperature. The reaction mixture is then washed with 20 ml of diethyl ether and after acidifying the solution to pH1 extracted with 3×20 ml of ethyl acetate. The pooled ex... The solvent is C(C)OCC (ethyl ether). The product is Cl.C(C)(C)(C)NCC(COC=1SC(=CN1)C(=O)NCCCCC#C)O (1-t-butylamino-3-[5-(hex-5-ynylaminocarbonyl) thiazol-2-yloxy]-propan-2-ol hydrochloride). Starting materials: Cl (hydrogen chloride), Cl (hydrochloride), formula II, C(C)(C)(C)NCC(COC=1SC(=CN1)C(=O)NCCCCC#C)O (1-t-butylamino-3-[5-(hex-5-ynylaminocarbonyl)thiazol-2-yloxy]-propan-2-ol). As a reaction SMILES: [ClH:1].[C:2]([NH:6][CH2:7][CH:8]([OH:25])[CH2:9][O:10][C:11]1[S:12][C:13]([C:16]([NH:18][CH2:19][CH2:20][CH2:21][CH2:22][C:23]#[CH:24])=[O:17])=[CH:14][N:15]=1)([CH3:5])([CH3:4])[CH3:3]>C(OCC)C>[ClH:1].[C:2]([NH:6][CH2:7][CH:8]([OH:25])[CH2:9][O:10][C:11]1[S:12][C:13]([C:16]([NH:18][CH2:19][CH2:20][CH2:21][CH2:22][C:23]#[CH:24])=[O:17])=[CH:14][N:15]=1)([CH3:5])([CH3:4])[CH3:3] |f:3.4|. Procedure: This example illustrates methods of preparing hydrochloride addition salts of the compounds of formula II. In this example 1 g. of 1-t-butylamino-3-[5-(hex-5-ynylaminocarbonyl)thiazol-2-yloxy]-propan-2-ol is dissolved in 10 ml. of ethyl ether at 20° C. A stream of gaseous anhydrous hydrogen chloride is passed over the surface of the solution until the supernatent liquid becomes clear. The resulting precipitate is collected by filtration, washed with ethyl ether and then crystallized from methano... Starting materials: CCO, Clc1ncnc2pc[nH]c12, NC(N)=S. Yields the product S=c1[nH]cnc2pc[nH]c12. As a reaction SMILES: [CH3:15][CH2:16][OH:17].[Cl:1][c:2]1[c:3]2[c:4]([n:5][cH:6][n:7]1)[p:8][cH:9][nH:10]2.[NH2:11][C:12]([NH2:13])=[S:14]>>[c:2]1(=[S:14])[c:3]2[c:4]([n:5][cH:6][nH:7]1)[p:8][cH:9][nH:10]2. Reactants: [Al+3], CCOC(=O)NC(Cc1ccccc1)c1ccccc1, [H-], [H-], [H-], [H-], [Li+], [Na+], C1CCOC1, [OH-], O. Yields the product CNC(Cc1ccccc1)c1ccccc1. RXN SMILES: [Al+3:2].[C:7]([O:8][CH2:9][CH3:10])(=[O:11])[NH:12][CH:13]([CH2:14][c:15]1[cH:16][cH:17][cH:18][cH:19][cH:20]1)[c:21]1[cH:22][cH:23][cH:24][cH:25][cH:26]1.[H-:1].[H-:4].[H-:5].[H-:6].[Li+:3].[Na+:29].[O:30]1[CH2:31][CH2:32][CH2:33][CH2:34]1.[OH-:28].[OH2:27]>>[CH3:7][NH:12][CH:13]([CH2:14][c:15]1[cH:16][cH:17][cH:18][cH:19][cH:20]1)[c:21]1[cH:22][cH:23][cH:24][cH:25][cH:26]1. The reactants are N1CCCCC1 (piperidine), OC1=CC=C(C=O)C=C1 (4-hydroxybenzaldehyde). Yields the product N1(CCCCC1)CC1=CC=C(OCCCN)C=C1 (3-[4-(1-piperidinylmethyl)phenoxy]-1-propanamine). RXN SMILES: [NH:1]1[CH2:6][CH2:5][CH2:4][CH2:3][CH2:2]1.[OH:7][C:8]1[CH:15]=[CH:14][C:11]([CH:12]=O)=[CH:10][CH:9]=1>>[N:1]1([CH2:12][C:11]2[CH:14]=[CH:15][C:8]([O:7][CH2:4][CH2:3][CH2:2][NH2:1])=[CH:9][CH:10]=2)[CH2:6][CH2:5][CH2:4][CH2:3][CH2:2]1. Procedure: Starting materials:piperidine and 4-hydroxybenzaldehyde The reactants are ClC1=NC2=CC=C(C=C2C(=N1)Cl)I (2,4-Dichloro-6-iodo-quinazoline), C1(CC1)C=1C=C(NN1)N (5-Cyclopropyl-2H-pyrazol-3-ylamine). The solvent is C(C)O (ethanol), C(C)O (ethanol). Run at time 4 hour. The product is ClC1=NC2=CC=C(C=C2C(=N1)NC=1NN=C(C1)C1CC1)I ((2-Chloro-6-iodo-quinazolin-4-yl)-(5-cyclopropyl-2H-pyrazol-3-yl)-amine). The yield is 80.7%. As a reaction SMILES: [Cl:1][C:2]1[N:11]=[C:10](Cl)[C:9]2[C:4](=[CH:5][CH:6]=[C:7]([I:13])[CH:8]=2)[N:3]=1.[CH:14]1([C:17]2[CH:18]=[C:19]([NH2:22])[NH:20][N:21]=2)[CH2:16][CH2:15]1>C(O)C>[Cl:1][C:2]1[N:11]=[C:10]([NH:22][C:19]2[NH:20][N:21]=[C:17]([CH:14]3[CH2:16][CH2:15]3)[CH:18]=2)[C:9]2[C:4](=[CH:5][CH:6]=[C:7]([I:13])[CH:8]=2)[N:3]=1. Procedure: To a suspension of 2,4-Dichloro-6-iodo-quinazoline (3.14 g, 9.66 mmol) in ethanol (200 mL) was added 5-Cyclopropyl-2H-pyrazol-3-ylamine (2,14 g, 19.3 mmol) in ethanol (50 mL) and the partial solution was stirred for 4 h. Filtration afforded (2-Chloro-6-iodo-quinazolin-4-yl)-(5-cyclopropyl-2H-pyrazol-3-yl)-amine (3.21 g, 81% yield). HNMR (500 MHz, dmso) δ 12.39 (1H, bs), 10.97 (1H, s), 9.15 (1H, s), 8.13 (1H, d), 7.45 (1H, d0, 1.99–1.90 91H, m), 0.99–0.90 (2H, m), 0.80–0.70 (2H, m).